This data is from the Open Reaction Database (ORD), a public repository of structured organic reaction records. The task is: describe an organic reaction: reactants, conditions, products, and yield The reactants are O=C(C=NO)CC(=O)OCc1ccccc1, O, O, OCCO, Cc1ccc(S(=O)(=O)O)cc1, c1ccccc1. Yields the product O=C(CC1(C=NO)OCCO1)OCc1ccccc1. Reaction SMILES: [N:2]([OH:3])=[CH:4][C:5]([CH2:6][C:7](=[O:8])[O:9][CH2:10][c:11]1[cH:12][cH:13][cH:14][cH:15][cH:16]1)=[O:17].[OH2:1].[OH2:22].[OH:18][CH2:19][CH2:20][OH:21].[c:23]1([CH3:24])[cH:25][cH:26][c:27]([S:28]([OH:29])(=[O:30])=[O:31])[cH:32][cH:33]1.[cH:34]1[cH:35][cH:36][cH:37][cH:38][cH:39]1>>[N:2]([OH:3])=[CH:4][C:5]1([CH2:6][C:7](=[O:8])[O:9][CH2:10][c:11]2[cH:12][cH:13][cH:14][cH:15][cH:16]2)[O:17][CH2:20][CH2:19][O:18]1.